From a dataset of the Open Reaction Database (ORD), a public repository of structured organic reaction records. describe an organic reaction: reactants, conditions, products, and yield Reactants: FC(C=1C=C(CN(C=2N=NN(N2)C)CC=2C(=NC3=CC(=C(C=C3C2)F)F)N2[C@H](CCC2)[C@@H]2CC[C@H](CC2)CC(=O)O)C=C(C1)C(F)(F)F)(F)F (trans-(4-{(R)-1-[3-({N-[3,5-bis(trifluoromethyl)benzyl]-N-(2-methyl-2H-tetrazol-5-yl)amino}methyl)-6,7-difluoroquinolin-2-yl]pyrrolidin-2-yl}cyclohexyl)acetic acid), [NH4+].[Cl-] (NH4Cl), Cl.C(C)N=C=NCCCN(C)C (N-ethyl-N′-(3-dimethylaminopropyl)carbodiimide hydrochloride), ON1N=NC2=C1N=CC=C2 (1-hydroxy-7-azabenzotriazole). Run in CN(C)C=O (DMF), C(C)N(CC)CC (triethylamine), CCOC(=O)C (EtOAc). Run at time 2 hour. The product is FC(C=1C=C(CN(C=2N=NN(N2)C)CC=2C(=NC3=CC(=C(C=C3C2)F)F)N2[C@H](CCC2)[C@@H]2CC[C@H](CC2)CC(=O)N)C=C(C1)C(F)(F)F)(F)F (trans-(4-{(R)-1-[3-({N-[3,5-bis(trifluoromethyl)benzyl]-N-(2-methyl-2H-tetrazol-5-yl)amino}methyl)-6,7-difluoroquinolin-2-yl]pyrrolidin-2-yl}cyclohexyl)acetic acid amide). Reaction SMILES: [F:1][C:2]([F:50])([F:49])[C:3]1[CH:4]=[C:5]([CH:42]=[C:43]([C:45]([F:48])([F:47])[F:46])[CH:44]=1)[CH2:6][N:7]([CH2:14][C:15]1[C:16]([N:27]2[CH2:31][CH2:30][CH2:29][C@@H:28]2[C@H:32]2[CH2:37][CH2:36][C@H:35]([CH2:38][C:39](O)=[O:40])[CH2:34][CH2:33]2)=[N:17][C:18]2[C:23]([CH:24]=1)=[CH:22][C:21]([F:25])=[C:20]([F:26])[CH:19]=2)[C:8]1[N:9]=[N:10][N:11]([CH3:13])[N:12]=1.[NH4+].[Cl-].Cl.C([N:56]=C=NCCCN(C)C)C.ON1C2N=CC=CC=2N=N1>CN(C=O)C.CCOC(C)=O.C(N(CC)CC)C>[F:48][C:45]([F:47])([F:46])[C:43]1[CH:42]=[C:5]([CH:4]=[C:3]([C:2]([F:50])([F:49])[F:1])[CH:44]=1)[CH2:6][N:7]([CH2:14][C:15]1[C:16]([N:27]2[CH2:31][CH2:30][CH2:29][C@@H:28]2[C@H:32]2[CH2:37][CH2:36][C@H:35]([CH2:38][C:39]([NH2:56])=[O:40])[CH2:34][CH2:33]2)=[N:17][C:18]2[C:23]([CH:24]=1)=[CH:22][C:21]([F:25])=[C:20]([F:26])[CH:19]=2)[C:8]1[N:9]=[N:10][N:11]([CH3:13])[N:12]=1 |f:1.2,3.4|. Procedure: To a solution of trans-(4-{(R)-1-[3-({N-[3,5-bis(trifluoromethyl)benzyl]-N-(2-methyl-2H-tetrazol-5-yl)amino}methyl)-6,7-difluoroquinolin-2-yl]pyrrolidin-2-yl}cyclohexyl)acetic acid (85 mg, 0.12 mmol) in DMF (3 mL) is added NH4Cl (10 mg, 0.18 mmol), N-ethyl-N′-(3-dimethylaminopropyl)carbodiimide hydrochloride (EDC.HCl 41 mg, 0.18 mmol), 1-hydroxy-7-azabenzotriazole (HOAt, 24 mg, 0.18 mmol), and small amount of triethylamine. After stirring for 2 hours at room temperature, the reaction mixture is ... Reactants: C1COCCN1, CN1CCCC1=O, C[Si](C)(C)CCOCN(COCC[Si](C)(C)C)c1cc(Cl)nc2c(-c3cnc4ccccc4c3)cnn12, [Na+], O=C([O-])O, O. The product is C[Si](C)(C)CCOCN(COCC[Si](C)(C)C)c1cc(N2CCOCC2)nc2c(-c3cnc4ccccc4c3)cnn12. RXN SMILES: [CH2:38]1[CH2:39][O:40][CH2:41][CH2:42][NH:43]1.[CH3:49][N:50]1[CH2:51][CH2:52][CH2:53][C:54]1=[O:55].[Cl:1][c:2]1[n:3][c:4]2[n:5]([c:6]([N:8]([CH2:9][O:10][CH2:11][CH2:12][Si:13]([CH3:14])([CH3:15])[CH3:16])[CH2:17][O:18][CH2:19][CH2:20][Si:21]([CH3:22])([CH3:23])[CH3:24])[cH:7]1)[n:25][cH:26][c:27]2-[c:28]1[cH:29][n:30][c:31]2[cH:32][cH:33][cH:34][cH:35][c:36]2[cH:37]1.[Na+:48].[O-:44][C:45]([OH:46])=[O:47].[OH2:56]>>[c:2]1([N:43]2[CH2:38][CH2:39][O:40][CH2:41][CH2:42]2)[n:3][c:4]2[n:5]([c:6]([N:8]([CH2:9][O:10][CH2:11][CH2:12][Si:13]([CH3:14])([CH3:15])[CH3:16])[CH2:17][O:18][CH2:19][CH2:20][Si:21]([CH3:22])([CH3:23])[CH3:24])[cH:7]1)[n:25][cH:26][c:27]2-[c:28]1[cH:29][n:30][c:31]2[cH:32][cH:33][cH:34][cH:35][c:36]2[cH:37]1. Reactants: C1=CCCCC1, CCO, CN1CCN(c2ccc([N+](=O)[O-])c(C(=O)O)c2)CC1. The product is CN1CCN(c2ccc(N)c(C(=O)O)c2)CC1. RXN SMILES: [CH2:20]1[CH2:21][CH:22]=[CH:23][CH2:24][CH2:25]1.[CH3:26][CH2:27][OH:28].[N+:1]([O-:2])(=[O:3])[c:4]1[c:5]([C:6](=[O:7])[OH:8])[cH:9][c:10]([N:13]2[CH2:14][CH2:15][N:16]([CH3:19])[CH2:17][CH2:18]2)[cH:11][cH:12]1>>[NH2:1][c:4]1[c:5]([C:6](=[O:7])[OH:8])[cH:9][c:10]([N:13]2[CH2:14][CH2:15][N:16]([CH3:19])[CH2:17][CH2:18]2)[cH:11][cH:12]1.